describe an organic reaction: reactants, conditions, products, and yield From a dataset of the Open Reaction Database (ORD), a public repository of structured organic reaction records. Starting materials: BrC=1C2=C(C(=NC1)O)C1=C(S2)C=C(C=C1)C(F)(F)F (4-bromo-7-(trifluoromethyl)[1]benzothieno[3,2-c]pyridin-1-ol), C(#N)[Cu] (CuCN), Cl (HCl). Solvent: CN(C)C=O.CN1CCCC1=O (DMF NMP). Conditions: temperature 150 celsius. The product is OC1=NC=C(C2=C1C1=C(S2)C=C(C=C1)C(F)(F)F)C#N (1-Hydroxy-7-(trifluoromethyl)[1]benzothieno[3,2-c]pyridine-4-carbonitrile). RXN SMILES: Br[C:2]1[C:3]2[S:11][C:10]3[CH:12]=[C:13]([C:16]([F:19])([F:18])[F:17])[CH:14]=[CH:15][C:9]=3[C:4]=2[C:5]([OH:8])=[N:6][CH:7]=1.[C:20]([Cu])#[N:21].Cl>CN(C=O)C.CN1C(=O)CCC1>[OH:8][C:5]1[C:4]2[C:9]3[CH:15]=[CH:14][C:13]([C:16]([F:19])([F:18])[F:17])=[CH:12][C:10]=3[S:11][C:3]=2[C:2]([C:20]#[N:21])=[CH:7][N:6]=1 |f:3.4|. Procedure: A solution of 4-bromo-7-(trifluoromethyl)[1]benzothieno[3,2-c]pyridin-1-ol in a 4:1 mixture of DMF/NMP (0.9 M) in the presence of CuCN (2.5 equiv) was heated in a microwave reactor at 150° C. for 25 min. The reaction was poured into 0.1 N HCl and the title product filtered as a solid. The reactants are NC=1C=C2C(=C(N(C2=CC1)CC1=CC=CC=C1)C(=O)OCC)C1=CC=CC=C1 (ethyl 5-amino-1-benzyl-3-phenyl-1H-indole-2-carboxylate), C(C(=O)C)CC(C)=O (acetonylacetone). Run in C1(=CC=CC=C1)C (toluene). Product: C(C1=CC=CC=C1)N1C(=C(C2=CC(=CC=C12)N1C(=CC=C1C)C)C1=CC=CC=C1)C(=O)OCC (ethyl 1-benzyl-5-(2,5-dimethyl-1H-pyrrol-1-yl)-3-phenyl-1H-indole-2-carboxylate). Yield: 89.2%. Reaction SMILES: [NH2:1][C:2]1[CH:3]=[C:4]2[C:8](=[CH:9][CH:10]=1)[N:7]([CH2:11][C:12]1[CH:17]=[CH:16][CH:15]=[CH:14][CH:13]=1)[C:6]([C:18]([O:20][CH2:21][CH3:22])=[O:19])=[C:5]2[C:23]1[CH:28]=[CH:27][CH:26]=[CH:25][CH:24]=1.[CH2:29]([CH2:33][C:34](=O)[CH3:35])[C:30]([CH3:32])=O>C1(C)C=CC=CC=1>[CH2:11]([N:7]1[C:8]2[C:4](=[CH:3][C:2]([N:1]3[C:34]([CH3:35])=[CH:33][CH:29]=[C:30]3[CH3:32])=[CH:10][CH:9]=2)[C:5]([C:23]2[CH:24]=[CH:25][CH:26]=[CH:27][CH:28]=2)=[C:6]1[C:18]([O:20][CH2:21][CH3:22])=[O:19])[C:12]1[CH:17]=[CH:16][CH:15]=[CH:14][CH:13]=1. Procedure details: A mixture of ethyl 5-amino-1-benzyl-3-phenyl-1H-indole-2-carboxylate (0.93 g, 2.5 mmol), acetonylacetone (2.5 mL, 21.3 mmol), and toluene (25 mL) was heated at reflux under nitrogen using a Dean-Stark trap for 6 h. The reaction was cooled and concentrated. The residue was then purified by flash silica gel chromatography (hexanes/ethyl acetate 4/1) to afford 1.0 g (89%) of ethyl 1-benzyl-5-(2,5-dimethyl-1H-pyrrol-1-yl)-3-phenyl-1H-indole-2-carboxylate as a white solid: 1H NMR (CDCl3) δ 0.99 (t, J... Starting materials: Cc1cc(C(=O)OC(C)(C)C)cc(C)n1, CC(C)O, Cl. RXN SMILES: [C:1]([CH3:2])([CH3:3])([CH3:4])[O:5][C:6]([c:7]1[cH:8][c:9]([CH3:14])[n:10][c:11]([CH3:13])[cH:12]1)=[O:15].[CH:17]([OH:18])([CH3:19])[CH3:20].[ClH:16]>>[ClH:16].[O:5]=[C:6]([c:7]1[cH:8][c:9]([CH3:14])[n:10][c:11]([CH3:13])[cH:12]1)[OH:15]. Product: Cl, Cc1cc(C(=O)O)cc(C)n1. The reactants are Cl.Cl.BrC1=CN=C2N1N=C(C=C2)N2CCNCC2 (3-bromo-6-piperazin-1-yl-imidazo[1,2-b]pyridazine dihydrochloride), CCN(C(C)C)C(C)C (Hunig's base), N#N (N2), N(=C=O)C(C)(C)C (2-isocyanato-2-methylpropane). The solvent is ClCCl (dichloromethane). Conditions: temperature 0 celsius. Product: BrC1=CN=C2N1N=C(C=C2)N2CCN(CC2)C(=O)NC(C)(C)C (4-(3-bromoimidazo[1,2-b]pyridazin-6-yl)-N-(tert-butyl)piperazine-1-carboxamide). Yield: 6.2%. Reaction SMILES: N#N.Cl.Cl.[Br:5][C:6]1[N:10]2[N:11]=[C:12]([N:15]3[CH2:20][CH2:19][NH:18][CH2:17][CH2:16]3)[CH:13]=[CH:14][C:9]2=[N:8][CH:7]=1.CCN(C(C)C)C(C)C.[N:30]([C:33]([CH3:36])([CH3:35])[CH3:34])=[C:31]=[O:32]>ClCCl>[Br:5][C:6]1[N:10]2[N:11]=[C:12]([N:15]3[CH2:16][CH2:17][N:18]([C:31]([NH:30][C:33]([CH3:36])([CH3:35])[CH3:34])=[O:32])[CH2:19][CH2:20]3)[CH:13]=[CH:14][C:9]2=[N:8][CH:7]=1 |f:1.2.3|. Procedure details: To a rapidly stirred, 0° C., N2 blanketed, suspension of 3-bromo-6-piperazin-1-yl-imidazo[1,2-b]pyridazine dihydrochloride (934.9 mg, 2.6 mmol) and Hunig's base [7087-68-5] (1.8 mL, 10.6 mmol) in dichloromethane (26 mL) was added 2-isocyanato-2-methylpropane [1609-86-5] (340 μL, 2.9 mmol). The suspension was permitted to stir and warm to ambient temperature over 17 h and was then partitioned between brine and ethyl acetate. The organic phase was reduced in volume to precipitate product as 442.1 ... Starting materials: CO, Clc1cc(Cl)ncn1, O, Nc1cccc(O)c1. Product: Oc1cccc(Nc2cc(Cl)ncn2)c1. RXN SMILES: [CH3:18][OH:19].[Cl:1][c:2]1[n:3][cH:4][n:5][c:6]([Cl:8])[cH:7]1.[OH2:17].[OH:9][c:10]1[cH:11][c:12]([NH2:13])[cH:14][cH:15][cH:16]1>>[c:2]1([NH:13][c:12]2[cH:11][c:10]([OH:9])[cH:16][cH:15][cH:14]2)[n:3][cH:4][n:5][c:6]([Cl:8])[cH:7]1.